Dataset: the Open Reaction Database (ORD), a public repository of structured organic reaction records. Task: describe an organic reaction: reactants, conditions, products, and yield Starting materials: COC(=O)C(Cc1ccc(Nc2nc3ccncc3cc2C#N)cc1)NC(=O)OC(C)(C)C, Cl, C1COCCO1. Product: COC(=O)C(N)Cc1ccc(Nc2nc3ccncc3cc2C#N)cc1, Cl. Reaction SMILES: [CH3:1][O:2][C:3]([CH:4]([CH2:5][c:6]1[cH:7][cH:8][c:9]([NH:12][c:13]2[n:14][c:15]3[cH:16][cH:17][n:18][cH:19][c:20]3[cH:21][c:22]2[C:23]#[N:24])[cH:10][cH:11]1)[NH:25][C:26]([O:27][C:28]([CH3:29])([CH3:30])[CH3:31])=[O:32])=[O:33].[ClH:34].[O:35]1[CH2:36][CH2:37][O:38][CH2:39][CH2:40]1>>[CH3:1][O:2][C:3]([CH:4]([CH2:5][c:6]1[cH:7][cH:8][c:9]([NH:12][c:13]2[n:14][c:15]3[cH:16][cH:17][n:18][cH:19][c:20]3[cH:21][c:22]2[C:23]#[N:24])[cH:10][cH:11]1)[NH2:25])=[O:33].[ClH:34]. Reactants: N[C@@H](C(=O)OCC)CC1=CC=2CCCCC2C=C1 (ethyl (R)-2-amino-3-(5,6,7,8-tetrahydro-naphthalen-2-yl)-propionate), C1CCOC1 (THF), ice, C1(=CC=CC=C1)C=1NC(N(N1)C1CCNCC1)=O (5-phenyl-2-piperidin-4-yl-2,4-dihydro-[1,2,4]triazol-3-one). The product is O=C1NC(=NN1C1CCN(CC1)C(=O)N[C@@H](C(=O)OCC)CC1=CC=2CCCCC2C=C1)C1=CC=CC=C1 (ethyl (R)-2-{[4-(5-oxo-3-phenyl-4,5-dihydro-[1,2,4]triazol-1-yl)-piperidine-1-carbonyl]-amino}-3-(5,6,7,8-tetrahydro-naphthalen-2-yl)-propionate). RXN SMILES: [NH2:1][C@H:2]([CH2:8][C:9]1[CH:18]=[CH:17][C:16]2[CH2:15][CH2:14][CH2:13][CH2:12][C:11]=2[CH:10]=1)[C:3]([O:5][CH2:6][CH3:7])=[O:4].[C:19]1([C:25]2[NH:26][C:27](=[O:36])[N:28]([CH:30]3[CH2:35][CH2:34][NH:33][CH2:32][CH2:31]3)[N:29]=2)[CH:24]=[CH:23][CH:22]=[CH:21][CH:20]=1.C1C[O:40][CH2:39]C1>>[O:36]=[C:27]1[N:28]([CH:30]2[CH2:31][CH2:32][N:33]([C:39]([NH:1][C@H:2]([CH2:8][C:9]3[CH:18]=[CH:17][C:16]4[CH2:15][CH2:14][CH2:13][CH2:12][C:11]=4[CH:10]=3)[C:3]([O:5][CH2:6][CH3:7])=[O:4])=[O:40])[CH2:34][CH2:35]2)[N:29]=[C:25]([C:19]2[CH:20]=[CH:21][CH:22]=[CH:23][CH:24]=2)[NH:26]1. Reported procedure: A mixture of 15 mL THF, 0.830 g (3.4 mmol) ethyl (R)-2-amino-3-(5,6,7,8-tetrahydro-naphthalen-2-yl)-propionate and 0.63 g (3.8 mmol) CDT was stirred for 1 h in the ice bath and for 1 h at RT. Then 0.83 g (3.4 mmol) 5-phenyl-2-piperidin-4-yl-2,4-dihydro-[1,2,4]triazol-3-one was added and the mixture was refluxed for 3 h. The reaction mixture was evaporated down under reduced pressure, the residue was combined with 15% K2CO3 solution, the precipitate was suction filtered and dried. Reactants: FC=1C=CC(=C(C1)C1CC(CC(C1)=O)=O)C (5-(5-fluoro-2-methylphenyl)-cyclohexane-1,3-dione), C(C)(=O)[O-].[NH4+] (ammonium acetate), C(C)(=O)CC(C)=O (acetylacetone). Run in C(CCC)O (butanol). The product is FC=1C=CC(=C(C1)C1CC(C=2C(=CC(=NC2C1)C)C)=O)C (7-(5-fluoro-2-methylphenyl)-2,4-dimethyl-5,6,7,8-tetrahydroquinolin-5-one). The yield is 62.2%. RXN SMILES: [F:1][C:2]1[CH:3]=[CH:4][C:5]([CH3:16])=[C:6]([CH:8]2[CH2:13][C:12](=[O:14])[CH2:11][C:10](=O)[CH2:9]2)[CH:7]=1.C([O-])(=O)C.[NH4+:21].[C:22]([CH2:25][C:26](=O)[CH3:27])(=O)[CH3:23]>C(O)CCC>[F:1][C:2]1[CH:3]=[CH:4][C:5]([CH3:16])=[C:6]([CH:8]2[CH2:9][C:10]3[N:21]=[C:22]([CH3:23])[CH:25]=[C:26]([CH3:27])[C:11]=3[C:12](=[O:14])[CH2:13]2)[CH:7]=1 |f:1.2|. Procedure: A mixture of 5-(5-fluoro-2-methylphenyl)-cyclohexane-1,3-dione (1.5 g) and ammonium acetate (1.6 g) in butanol(30 ml) was combined with acetylacetone (2.0 g) and heated under reflux for 3 days. The solvent was distilled off under reduced pressure, and the residue was dissolved in ethyl acetate, washed successively with aqueous sodium hydrogen carbonate, water and saturated brine, and dried over magnesium sulfate. The mixture was concentrated under reduced pressure, and the residue was subjected ... The reactants are CNCC=C (N-methylprop-2-en-1-amine), ClC=1N=C(C2=C(N1)C(CN(C2)C)C2=CC=C(C=C2)F)Cl (2,4-dichloro-8-(4-fluorophenyl)-6-methyl-5,6,7,8-tetrahydropyrido[4,3-d]pyrimidine), O (Water). Run in CN1CCCC1=O (NMP). Conditions: time 8 hour. Product: C(C=C)N(C=1C2=C(N=C(N1)Cl)C(CN(C2)C)C2=CC=C(C=C2)F)C (N-allyl-2-chloro-8-(4-fluorophenyl)-N,6-dimethyl-5,6,7,8-tetrahydropyrido[4,3-d]pyrimidin-4-amine). Isolated yield 99.9%. RXN SMILES: [Cl:1][C:2]1[N:3]=[C:4](Cl)[C:5]2[CH2:11][N:10]([CH3:12])[CH2:9][CH:8]([C:13]3[CH:18]=[CH:17][C:16]([F:19])=[CH:15][CH:14]=3)[C:6]=2[N:7]=1.[CH3:21][NH:22][CH2:23][CH:24]=[CH2:25].O>CN1C(=O)CCC1>[CH2:23]([N:22]([CH3:21])[C:4]1[C:5]2[CH2:11][N:10]([CH3:12])[CH2:9][CH:8]([C:13]3[CH:18]=[CH:17][C:16]([F:19])=[CH:15][CH:14]=3)[C:6]=2[N:7]=[C:2]([Cl:1])[N:3]=1)[CH:24]=[CH2:25]. Reported procedure: The mixture of 2,4-dichloro-8-(4-fluorophenyl)-6-methyl-5,6,7,8-tetrahydropyrido[4,3-d]pyrimidine (Preparation V, 408 mg, 1.307 mmol) in NMP (13 mL) was added N-methylprop-2-en-1-amine (465 mg, 6.53 mmol). The resulting reaction mixture was stirred at rt overnight. Water (50 mL) was added to the mixture and stirred for 30 min. The mixture was filtered to get a light tan solid which was dried and purified by flash column chromatography eluting with 30 to 100% EtOAc/Hexane to get N-allyl-2-chloro-... Starting materials: ClC1=NC2=CC(=CC(=C2C(=C1C)Cl)F)F (2,4-dichloro-5,7-difluoro-3-methylquinoline), NC1=NC=CC=C1 (2-aminopyridine), CC(C)C1=CC(=C(C(=C1)C(C)C)C2=C(C=CC=C2)P(C3CCCCC3)C4CCCCC4)C(C)C (XPhos), CC(C)([O-])C.[Na+] (sodium tert-butoxide). The reagents and catalysts are C=1C=CC(=CC1)/C=C/C(=O)/C=C/C2=CC=CC=C2.C=1C=CC(=CC1)/C=C/C(=O)/C=C/C2=CC=CC=C2.C=1C=CC(=CC1)/C=C/C(=O)/C=C/C2=CC=CC=C2.[Pd].[Pd] (Pd2dba3). Solvent: C1(=CC=CC=C1)C (toluene). Conditions: temperature 97 celsius. Yields the product ClC1=C(C(=NC2=CC(=CC(=C12)F)F)NC1=NC=CC=C1)C (4-chloro-5,7-difluoro-3-methyl-N-(pyridin-2-yl)quinolin-2-amine). RXN SMILES: Cl[C:2]1[C:11]([CH3:12])=[C:10]([Cl:13])[C:9]2[C:4](=[CH:5][C:6]([F:15])=[CH:7][C:8]=2[F:14])[N:3]=1.[NH2:16][C:17]1[CH:22]=[CH:21][CH:20]=[CH:19][N:18]=1.CC(C1C=C(C(C)C)C(C2C=CC=CC=2P(C2CCCCC2)C2CCCCC2)=C(C(C)C)C=1)C.CC(C)([O-])C.[Na+]>C1(C)C=CC=CC=1.C1C=CC(/C=C/C(/C=C/C2C=CC=CC=2)=O)=CC=1.C1C=CC(/C=C/C(/C=C/C2C=CC=CC=2)=O)=CC=1.C1C=CC(/C=C/C(/C=C/C2C=CC=CC=2)=O)=CC=1.[Pd].[Pd]>[Cl:13][C:10]1[C:9]2[C:4](=[CH:5][C:6]([F:15])=[CH:7][C:8]=2[F:14])[N:3]=[C:2]([NH:16][C:17]2[CH:22]=[CH:21][CH:20]=[CH:19][N:18]=2)[C:11]=1[CH3:12] |f:3.4,6.7.8.9.10|. Procedure details: A mixture of 2,4-dichloro-5,7-difluoro-3-methylquinoline (400 mg, 1.61 mmol), 2-aminopyridine (152 mg, 1.61 mmol), Pd2dba3 (148 mg, 0.161 mmol), XPhos (154 mg, 0.323 mmol), sodium tert-butoxide (465 mg, 4.84 mmol) in toluene (10.8 mL) was heated at 97° C. for 18 h. Upon completion, the reaction was concentrated, diluted with EtOAc, and washed with saturated aqueous NaHCO3, water, and brine. The organic layer was then dried over MgSO4 and evaporated in vacuo. The resulting crude residue was purif... Starting materials: BrC1=CN=C2N1N=C(C=C2)F (3-bromo-6-fluoroimidazo[1,2-b]pyridazine), NC[C@@H]1CCC(N1CCC(C)C)=O ((S)-5-(aminomethyl)-1-isopentylpyrrolidin-2-one), amine. Product: BrC1=CN=C2N1N=C(C=C2)NC[C@@H]2CCC(N2CCC(C)C)=O ((S)-5-(((3-bromoimidazo[1,2-b]pyridazin-6-yl)amino)methyl)-1-isopentylpyrrolidin-2-one). The yield is 60.0%. RXN SMILES: [Br:1][C:2]1[N:6]2[N:7]=[C:8](F)[CH:9]=[CH:10][C:5]2=[N:4][CH:3]=1.[NH2:12][CH2:13][C@H:14]1[N:18]([CH2:19][CH2:20][CH:21]([CH3:23])[CH3:22])[C:17](=[O:24])[CH2:16][CH2:15]1>>[Br:1][C:2]1[N:6]2[N:7]=[C:8]([NH:12][CH2:13][C@H:14]3[N:18]([CH2:19][CH2:20][CH:21]([CH3:22])[CH3:23])[C:17](=[O:24])[CH2:16][CH2:15]3)[CH:9]=[CH:10][C:5]2=[N:4][CH:3]=1. Reported procedure: The 3-bromo-6-fluoroimidazo[1,2-b]pyridazine was reacted with (S)-5-(aminomethyl)-1-isopentylpyrrolidin-2-one under the amine displacement conditions described in example 5.6.42, Part A to afford 60% titled compound. 1H NMR (400 MHz, CHLOROFORM-d) δ ppm 0.95 (d, J=6.32 Hz, 6H) 1.39-1.66 (m, 3H) 1.95-2.08 (m, 1H) 2.13-2.26 (m, 1H) 2.31-2.53 (m, 2H) 3.02 (ddd, J=13.89, 9.22, 4.93 Hz, 1H) 3.48 (dt, J=14.15, 5.18 Hz, 1H) 3.79 (ddd, J=13.77, 9.35, 6.95 Hz, 1H) 3.91 (ddd, J=14.08, 7.01, 2.91 Hz, 1H) 4... Starting materials: CS(=O)(=O)C1=CC=C(C=C1)C(CC1CCOCC1)C1=CC=C(N1)C1=NC=CC(=C1)CO ([2-(5-{1-[4-(methylsulfonyl)phenyl]-2-(tetrahydro-2H-pyran-4-yl)ethyl}-1H-pyrrol-2-yl)pyridin-4-yl]methanol), CC(=O)OI1(C=2C=CC=CC2C(=O)O1)(OC(=O)C)OC(=O)C (Dess-Martin reagent). Solvent: C(C)(=O)OCC (ethyl acetate), C(C)#N (acetonitrile). Reaction conditions: time 4 hour. Yields the product CS(=O)(=O)C1=CC=C(C=C1)C(CC1CCOCC1)C1=CC=C(N1)C1=NC=CC(=C1)C=O (2-(5-{1-[4-(methylsulfonyl)phenyl]-2-(tetrahydro-2H-pyran-4-yl)ethyl}-1H-pyrrol-2-yl)pyridine-4-carbaldehyde). Yield: 83.5%. RXN SMILES: [CH3:1][S:2]([C:5]1[CH:10]=[CH:9][C:8]([CH:11]([C:19]2[NH:23][C:22]([C:24]3[CH:29]=[C:28]([CH2:30][OH:31])[CH:27]=[CH:26][N:25]=3)=[CH:21][CH:20]=2)[CH2:12][CH:13]2[CH2:18][CH2:17][O:16][CH2:15][CH2:14]2)=[CH:7][CH:6]=1)(=[O:4])=[O:3].CC(OI1(OC(C)=O)(OC(C)=O)OC(=O)C2C=CC=CC1=2)=O>C(#N)C.C(OCC)(=O)C>[CH3:1][S:2]([C:5]1[CH:10]=[CH:9][C:8]([CH:11]([C:19]2[NH:23][C:22]([C:24]3[CH:29]=[C:28]([CH:30]=[O:31])[CH:27]=[CH:26][N:25]=3)=[CH:21][CH:20]=2)[CH2:12][CH:13]2[CH2:14][CH2:15][O:16][CH2:17][CH2:18]2)=[CH:7][CH:6]=1)(=[O:4])=[O:3]. Reported procedure: To a solution of [2-(5-{1-[4-(methylsulfonyl)phenyl]-2-(tetrahydro-2H-pyran-4-yl)ethyl}-1H-pyrrol-2-yl)pyridin-4-yl]methanol (457 mg) in acetonitrile (10 mL) was added Dess-Martin reagent (530 mg), and the mixture was stirred at room temperature for 4 hr. The reaction mixture was diluted with ethyl acetate and washed with water. The ethyl acetate layer was washed with saturated aqueous sodium hydrogen carbonate and saturated brine, dried (MgSO4) and concentrated. The residue was subjected to sil... Reaction SMILES: [CH:1]([S:4]([C:7]1[CH:12]=[C:11]([CH3:13])[CH:10]=[CH:9][C:8]=1[N+:14]([O-])=O)(=[O:6])=[O:5])([CH3:3])[CH3:2]>[Fe].C(O)(=O)C>[CH:1]([S:4]([C:7]1[CH:12]=[C:11]([CH3:13])[CH:10]=[CH:9][C:8]=1[NH2:14])(=[O:6])=[O:5])([CH3:3])[CH3:2]. The reactants are C(C)(C)S(=O)(=O)C1=C(C=CC(=C1)C)[N+](=O)[O-] (2-(isopropylsulfonyl)-4-methyl-1-nitrobenzene). Reagents/catalysts: [Fe] (iron). Reported procedure: To a mixture of 2-(isopropylsulfonyl)-4-methyl-1-nitrobenzene (Preparation Example 291) (7.41 g) and acetic acid (70 mL), iron powder (5.43 g) was added and stirred at 80° C. for 3 hours. Thereafter, insoluble materials in the reaction liquid were removed, and the solvent was distilled off under reduced pressure. After addition of ethyl acetate (150 mL) and removal of insoluble materials, the residue was washed with water and saturated aqueous sodium chloride. After drying over anhydrous sodium ... Isolated yield 59.4%. Reaction conditions: temperature 80 celsius, time 3 hour. Yields the product C(C)(C)S(=O)(=O)C1=C(N)C=CC(=C1)C (2-(isopropylsulfonyl)-4-methylaniline). Run in C(C)(=O)O (acetic acid).